From a dataset of the Open Reaction Database (ORD), a public repository of structured organic reaction records. describe an organic reaction: reactants, conditions, products, and yield The reactants are CC(C)O, CC(=O)c1ccccc1, [K+], [OH-]. The product is CC(O)c1ccccc1. As a reaction SMILES: [CH3:12][CH:13]([OH:14])[CH3:15].[CH3:3][C:4](=[O:5])[c:6]1[cH:7][cH:8][cH:9][cH:10][cH:11]1.[K+:2].[OH-:1]>>[CH3:3][CH:4]([OH:5])[c:6]1[cH:7][cH:8][cH:9][cH:10][cH:11]1. Reported procedure: A mixture of 9 g. of 5-bromopentanoic acid, 10.2 g. of dicyclohexyl carbodiimide and 10.75 g. of p-benzoylaminophenol was boiled for 2 hours in benzene. After cooling, the solution was filtered and the solvent distilled off. As a residue 5-bromopentanoic acid p-benzoylaminophenyl ester was obtained. Yields the product C(C1=CC=CC=C1)(=O)NC1=CC=C(C=C1)OC(CCCCBr)=O (5-bromopentanoic acid p-benzoylaminophenyl ester). Solvent: C1=CC=CC=C1 (benzene). Reaction SMILES: [Br:1][CH2:2][CH2:3][CH2:4][CH2:5][C:6]([OH:8])=[O:7].C1(N=C=NC2CCCCC2)CCCCC1.[C:24]([NH:32][C:33]1[CH:38]=[CH:37][C:36](O)=[CH:35][CH:34]=1)(=[O:31])[C:25]1[CH:30]=[CH:29][CH:28]=[CH:27][CH:26]=1>C1C=CC=CC=1>[C:24]([NH:32][C:33]1[CH:38]=[CH:37][C:36]([O:7][C:6](=[O:8])[CH2:5][CH2:4][CH2:3][CH2:2][Br:1])=[CH:35][CH:34]=1)(=[O:31])[C:25]1[CH:26]=[CH:27][CH:28]=[CH:29][CH:30]=1. Reactants: BrCCCCC(=O)O (5-bromopentanoic acid), C1(CCCCC1)N=C=NC1CCCCC1 (dicyclohexyl carbodiimide), C(C1=CC=CC=C1)(=O)NC1=CC=C(C=C1)O (p-benzoylaminophenol). The reactants are NCC1=NC(=CC=C1)OC (2-Aminomethyl-6-methoxypyridine), Br (hydrobromic acid). Yields the product Br.NCC1=CC=CC(N1)=O (6-aminomethyl-2(1H)-pyridone hydrobromide). RXN SMILES: [NH2:1][CH2:2][C:3]1[CH:8]=[CH:7][CH:6]=[C:5]([O:9]C)[N:4]=1.[BrH:11]>>[BrH:11].[NH2:1][CH2:2][C:3]1[NH:4][C:5](=[O:9])[CH:6]=[CH:7][CH:8]=1 |f:2.3|. Procedure details: The crude product from Example 2 was combined with 10 ml of 48% hydrobromic acid, and the resulting mixture was heated at its reflux temperature for one hour. Evaporation to dryness provided 6-aminomethyl-2(1H)-pyridone hydrobromide as a water-soluble solid. The structural assignment was supported by infrared and nuclear magnetic resonance spectral analyses. Starting materials: OCCCOC(C)COC(C)(C)C (HO(CH2)3OCH(CH3)CH2OC(CH3)3), Cl (hydrochloric acid). The product is OCCCOC(C)CO (HO(CH2)3OCH(CH3)CH2OH). Yield: 91.3%. RXN SMILES: [OH:1][CH2:2][CH2:3][CH2:4][O:5][CH:6]([CH2:8][O:9]C(C)(C)C)[CH3:7].Cl>>[OH:1][CH2:2][CH2:3][CH2:4][O:5][CH:6]([CH2:8][OH:9])[CH3:7]. Reported procedure: HO(CH2)3OCH(CH3)CH2OC(CH3)3 (203.39 g) prepared in Example 2-2 was loaded into a round-bottomed flask and stirred with 5 N hydrochloric acid (1 L) at room temperature for 43 hours. The reaction solution was concentrated with an evaporator, and then, after addition of toluene, concentrated again with an evaporator to give the title compound (131 g). The NMR spectrum data of the product were as follows. The reactants are C1CCOC1, [Li+], [OH-], O, O, COC(=O)CC1Cc2ccc(C(=O)NCc3nc4ccccc4[nH]3)cc2CN(C)C1=O. Product: CN1Cc2cc(C(=O)NCc3nc4ccccc4[nH]3)ccc2CC(CC(=O)O)C1=O. Reaction SMILES: [CH2:35]1[O:36][CH2:37][CH2:38][CH2:39]1.[Li+:33].[OH-:32].[OH2:34].[OH2:40].[n:1]1[c:2]([CH2:10][NH:11][C:12](=[O:13])[c:14]2[cH:15][c:16]3[c:17]([cH:30][cH:31]2)[CH2:18][CH:19]([CH2:25][C:26](=[O:27])[O:28][CH3:29])[C:20](=[O:24])[N:21]([CH3:23])[CH2:22]3)[nH:3][c:4]2[c:5]1[cH:6][cH:7][cH:8][cH:9]2>>[n:1]1[c:2]([CH2:10][NH:11][C:12](=[O:13])[c:14]2[cH:15][c:16]3[c:17]([cH:30][cH:31]2)[CH2:18][CH:19]([CH2:25][C:26](=[O:27])[OH:28])[C:20](=[O:24])[N:21]([CH3:23])[CH2:22]3)[nH:3][c:4]2[c:5]1[cH:6][cH:7][cH:8][cH:9]2. The reactants are CC(C)(C)OC(=O)N1CCC(Nc2ccc(C=CC(=O)O)cn2)C1, CCN=C=NCCCN(C)C, NOC1CCCCO1, CN(C)C=O, On1nnc2ccccc21. Yields the product CC(C)(C)OC(=O)N1CCC(Nc2ccc(C=CC(=O)NOC3CCCCO3)cn2)C1. Reaction SMILES: [C:1]([CH3:2])([CH3:3])([CH3:4])[O:5][C:6](=[O:7])[N:8]1[CH2:9][CH:10]([NH:13][c:14]2[cH:15][cH:16][c:17]([CH:20]=[CH:21][C:22](=[O:23])[OH:24])[cH:18][n:19]2)[CH2:11][CH2:12]1.[CH3:43][CH2:44][N:45]=[C:46]=[N:47][CH2:48][CH2:49][CH2:50][N:51]([CH3:52])[CH3:53].[O:25]1[CH:26]([O:31][NH2:32])[CH2:27][CH2:28][CH2:29][CH2:30]1.[O:54]=[CH:55][N:56]([CH3:57])[CH3:58].[OH:33][n:34]1[c:35]2[c:36]([cH:37][cH:38][cH:39][cH:40]2)[n:41][n:42]1>>[C:1]([CH3:2])([CH3:3])([CH3:4])[O:5][C:6](=[O:7])[N:8]1[CH2:9][CH:10]([NH:13][c:14]2[cH:15][cH:16][c:17]([CH:20]=[CH:21][C:22](=[O:24])[NH:32][O:31][CH:26]3[O:25][CH2:30][CH2:29][CH2:28][CH2:27]3)[cH:18][n:19]2)[CH2:11][CH2:12]1. The reactants are COCCl, CN(C)C=O, CCN(C(C)C)C(C)C, O=C1OC(=O)c2c(O)cccc21. Yields the product COCOc1cccc2c1C(=O)OC2=O. As a reaction SMILES: [CH3:22][O:23][CH2:24][Cl:25].[CH3:26][N:27]([CH3:28])[CH:29]=[O:30].[CH:13]([N:14]([CH2:15][CH3:16])[CH:17]([CH3:18])[CH3:19])([CH3:20])[CH3:21].[OH:1][c:2]1[c:3]2[c:7]([cH:8][cH:9][cH:10]1)[C:6](=[O:11])[O:5][C:4]2=[O:12]>>[O:1]([c:2]1[c:3]2[c:7]([cH:8][cH:9][cH:10]1)[C:6](=[O:11])[O:5][C:4]2=[O:12])[CH2:24][O:23][CH3:22]. The reactants are CC1CC2=CC3=C(N=C(N=[N+]3[O-])CCC=O)C=C2C1 (3-(7-Methyl-1-oxido-7,8-dihydro-6H-indeno[5,6-e][1,2,4]triazin-3-yl)propanal), [N+]1(=NC(=[N+](C2=C1C=C1CCCC1=C2)[O-])N)[O-] (7,8-Dihydro-6H-indeno[5,6-e][1,2,4]triazin-3-amine 1,4-Dioxide), CO.CCOC(=O)C (MeOH EtOAc), alcohol, 1-oxide. Product: CC1CC2=CC3=C(N=C(N=[N+]3[O-])CCCN3CCOCC3)C=C2C1 (7-Methyl-3-[3-(4-morpholinyl)propyl]-7,8-dihydro-6H-indeno[5,6-e][1,2,4]triazine 1-Oxide). Reaction SMILES: [CH3:1][CH:2]1[CH2:19][C:18]2[C:4](=[CH:5][C:6]3[N+:11]([O-:12])=[N:10][C:9]([CH2:13][CH2:14][CH:15]=O)=[N:8][C:7]=3[CH:17]=2)[CH2:3]1.[N+]1([O-])C2C=C3C(=[CH:32][C:24]=2[N+:23]([O-])=[C:22](N)N=1)CCC3.CO.C[CH2:39][O:40]C(C)=O>>[CH3:1][CH:2]1[CH2:19][C:18]2[C:4](=[CH:5][C:6]3[N+:11]([O-:12])=[N:10][C:9]([CH2:13][CH2:14][CH2:15][N:23]4[CH2:22][CH2:39][O:40][CH2:32][CH2:24]4)=[N:8][C:7]=3[CH:17]=2)[CH2:3]1 |f:2.3|. Procedure details: Morpholine (0.64 mL, 7.3 mmol) was added to a solution of aldehyde 101 (0.47 g, 1.8 mmol) in EtOH (20 mL) at 0° C. and the solution stirred for 30 min. NaCNBH3 (0.35 g, 5.5 mmol) was added and the mixture stirred at 0° C. for 30 min, then HOAc (0.5 mL) was added and the mixture stirred at 20° C. for 30 min. The solvent was evaporated and the residue partitioned between DCM and water, the organic phase was dried, the solvent evaporated and the residue purified by chromatography, eluting with a gr...